Dataset: the Open Reaction Database (ORD), a public repository of structured organic reaction records. Task: describe an organic reaction: reactants, conditions, products, and yield Starting materials: CC1(CC(CC(C1)(C)C)=O)C (3,3,5,5-tetramethyl-cyclohexanone), COC1=CC=C(C(=O)C2=CC=C(C=C2)NS(=O)(=O)C2=CC=CC=C2)C=C1 (N-[4-(4-Methoxy-benzoyl)-phenyl]-benzenesulfonamide), C(=O)([O-])[O-].[K+].[K+] (K2CO3). The reagents and catalysts are [Ti](Cl)(Cl)(Cl)Cl (Titanium tetrachloride), [Zn] (zinc). The solvent is O (water), O1CCCC1 (tetrahydrofuran). The product is COC1=CC=C(C=C1)C(C1=CC=C(C=C1)NS(=O)(=O)C1=CC=CC=C1)=C1CC(CC(C1)(C)C)(C)C (N-{4-[(4-Methoxy-phenyl)-(3,3,5,5-tetramethyl-cyclohexylidene)-methyl]phenyl}-benzenesulfonamide). Yield: 80.3%. As a reaction SMILES: [CH3:1][C:2]1([CH3:11])[CH2:7][C:6]([CH3:9])([CH3:8])[CH2:5][C:4](=O)[CH2:3]1.[CH3:12][O:13][C:14]1[CH:37]=[CH:36][C:17]([C:18]([C:20]2[CH:25]=[CH:24][C:23]([NH:26][S:27]([C:30]3[CH:35]=[CH:34][CH:33]=[CH:32][CH:31]=3)(=[O:29])=[O:28])=[CH:22][CH:21]=2)=O)=[CH:16][CH:15]=1.C([O-])([O-])=O.[K+].[K+]>O1CCCC1.O.[Ti](Cl)(Cl)(Cl)Cl.[Zn]>[CH3:12][O:13][C:14]1[CH:15]=[CH:16][C:17]([C:18](=[C:4]2[CH2:3][C:2]([CH3:11])([CH3:1])[CH2:7][C:6]([CH3:9])([CH3:8])[CH2:5]2)[C:20]2[CH:25]=[CH:24][C:23]([NH:26][S:27]([C:30]3[CH:35]=[CH:34][CH:33]=[CH:32][CH:31]=3)(=[O:29])=[O:28])=[CH:22][CH:21]=2)=[CH:36][CH:37]=1 |f:2.3.4|. Procedure: Titanium tetrachloride (0.50 mL, 4.53 mmol) was slowly added to a slurry of zinc powder (0.61 g, 9.31 mmol) in dry tetrahydrofuran (10 mL). The reaction mixture was heated at reflux for 2.5 h. A solution of 3,3,5,5-tetramethyl-cyclohexanone (0.64 mL, 3.67 mmol) and N-[4-(4-methoxy-benzoyl)-phenyl]-benzenesulfonamide (182) (0.45 g, 1.22 mmol) in dry tetrahdyrofuran (10 mL) was added to the reaction mixture and heated at reflux for another 2 h. The reaction mixture was cooled to room temperature a...